From a dataset of the Open Reaction Database (ORD), a public repository of structured organic reaction records. describe an organic reaction: reactants, conditions, products, and yield Reactants: C1(=CC=CC=C1)[C@@H]1NC(N[C@@H]1C1=CC=CC=C1)=S (cis-4,5-Diphenylimidazolidine-2-thione), ClC1=C(CCl)C(=CC=C1)F (2-chloro-6-fluorobenzyl chloride). The solvent is CCO (EtOH). Yields the product Cl.ClC1=C(CSC=2N[C@@H]([C@@H](N2)C2=CC=CC=C2)C2=CC=CC=C2)C(=CC=C1)F (2-[(2-Chloro-6-fluorobenzyl)thio]-cis-4,5-diphenyl-4,5-dihydro-1H-imidazole hydrochloride). The yield is 51.1%. RXN SMILES: [C:1]1([C@H:7]2[C@@H:11]([C:12]3[CH:17]=[CH:16][CH:15]=[CH:14][CH:13]=3)[NH:10][C:9](=[S:18])[NH:8]2)[CH:6]=[CH:5][CH:4]=[CH:3][CH:2]=1.[Cl:19][C:20]1[CH:27]=[CH:26][CH:25]=[C:24]([F:28])[C:21]=1[CH2:22]Cl>CCO>[ClH:19].[Cl:19][C:20]1[CH:27]=[CH:26][CH:25]=[C:24]([F:28])[C:21]=1[CH2:22][S:18][C:9]1[NH:8][C@H:7]([C:1]2[CH:2]=[CH:3][CH:4]=[CH:5][CH:6]=2)[C@H:11]([C:12]2[CH:13]=[CH:14][CH:15]=[CH:16][CH:17]=2)[N:10]=1 |f:3.4|. Reported procedure: A mixture of intermediate 25 (200 mg, 0.786 mmol) and 2-chloro-6-fluorobenzyl chloride (0.204 mL, 1.57 mmol) in abs. EtOH (2 mL) is heated at 95° C. for 24 h. The reaction mixture is cooled to RT, evaporated to dryness, and the residue suspended in Et2O. The insoluble material is filtered to give 174 mg of the product 231. 1H NMR (DMSO-d6) δ 11.40 (s, 2 H), 7.70-7.30 (m, 3 H), 7.25-6.90 (m, 10 H), 5.88 (s, 2 H), 4.90 (s, 2 H); MS: m/z 397 (M++1).